Dataset: the Open Reaction Database (ORD), a public repository of structured organic reaction records. Task: describe an organic reaction: reactants, conditions, products, and yield Reactants: CCCCCCl, [NH4+], C1CCOC1, [OH-], O=S(=O)(Cl)Cl. Yields the product NS(=O)(=O)CCCCCCl. Reaction SMILES: [Cl:8][CH2:9][CH2:10][CH2:11][CH2:12][CH3:13].[NH4+:1].[O:14]1[CH2:15][CH2:16][CH2:17][CH2:18]1.[OH-:2].[S:3](=[O:4])(=[O:5])([Cl:6])[Cl:7]>>[NH2:1][S:3](=[O:4])(=[O:5])[CH2:13][CH2:12][CH2:11][CH2:10][CH2:9][Cl:8]. The reactants are O=C1CCC(=O)N1Br, CC(C)(C)OC(=O)N(Cc1cc(N(COCC[Si](C)(C)C)COCC[Si](C)(C)C)n2ncc(-c3cnc4ccccc4c3)c2n1)C1CCOCC1, CC#N. Product: CC(C)(C)OC(=O)N(Cc1nc2c(-c3cnc4ccccc4c3)cnn2c(N(COCC[Si](C)(C)C)COCC[Si](C)(C)C)c1Br)C1CCOCC1. As a reaction SMILES: [Br:52][N:53]1[C:54](=[O:55])[CH2:56][CH2:57][C:58]1=[O:59].[CH3:1][Si:2]([CH2:3][CH2:4][O:5][CH2:6][N:7]([c:8]1[cH:9][c:10]([CH2:27][N:28]([C:29]([O:30][C:31]([CH3:32])([CH3:33])[CH3:34])=[O:35])[CH:36]2[CH2:37][CH2:38][O:39][CH2:40][CH2:41]2)[n:11][c:12]2[n:13]1[n:14][cH:15][c:16]2-[c:17]1[cH:18][n:19][c:20]2[cH:21][cH:22][cH:23][cH:24][c:25]2[cH:26]1)[CH2:42][O:43][CH2:44][CH2:45][Si:46]([CH3:47])([CH3:48])[CH3:49])([CH3:50])[CH3:51].[CH3:60][C:61]#[N:62]>>[CH3:1][Si:2]([CH2:3][CH2:4][O:5][CH2:6][N:7]([c:8]1[c:9]([Br:52])[c:10]([CH2:27][N:28]([C:29]([O:30][C:31]([CH3:32])([CH3:33])[CH3:34])=[O:35])[CH:36]2[CH2:37][CH2:38][O:39][CH2:40][CH2:41]2)[n:11][c:12]2[n:13]1[n:14][cH:15][c:16]2-[c:17]1[cH:18][n:19][c:20]2[cH:21][cH:22][cH:23][cH:24][c:25]2[cH:26]1)[CH2:42][O:43][CH2:44][CH2:45][Si:46]([CH3:47])([CH3:48])[CH3:49])([CH3:50])[CH3:51]. The reactants are CC(=O)c1c[nH]cn1, C1CCNCC1, O=C1Cc2cc([N+](=O)[O-])ccc2N1. Yields the product CC(=C1C(=O)Nc2ccc([N+](=O)[O-])cc21)c1c[nH]cn1. As a reaction SMILES: [C:1]([CH3:2])(=[O:3])[c:4]1[n:5][cH:6][nH:7][cH:8]1.[CH2:22]1[CH2:23][CH2:24][NH:25][CH2:26][CH2:27]1.[N+:9](=[O:10])([O-:11])[c:12]1[cH:13][c:14]2[c:18]([cH:19][cH:20]1)[NH:17][C:16](=[O:21])[CH2:15]2>>[C:1]([CH3:2])([c:4]1[n:5][cH:6][nH:7][cH:8]1)=[C:15]1[c:14]2[cH:13][c:12]([N+:9](=[O:10])[O-:11])[cH:20][cH:19][c:18]2[NH:17][C:16]1=[O:21]. The reactants are C1CCNCC1, CC(=O)O, O=Cc1cc(O)c(O)c(Cl)c1, O=C1CSC(=O)N1. The product is O=C1NC(=O)C(=Cc2cc(O)c(O)c(Cl)c2)S1. Reaction SMILES: [CH2:19]1[CH2:20][CH2:21][NH:22][CH2:23][CH2:24]1.[CH3:25][C:26](=[O:27])[OH:28].[OH:8][c:9]1[cH:10][c:11]([CH:12]=[O:13])[cH:14][c:15]([Cl:18])[c:16]1[OH:17].[S:1]1[C:2](=[O:7])[NH:3][C:4](=[O:6])[CH2:5]1>>[S:1]1[C:2](=[O:7])[NH:3][C:4](=[O:6])[C:5]1=[CH:12][c:11]1[cH:10][c:9]([OH:8])[c:16]([OH:17])[c:15]([Cl:18])[cH:14]1. Reactants: [Al+3], CCOCC, [Cl-], CCOC(=O)C(C)Oc1ccc(Oc2ccc(F)cc2)cc1, [H-], [H-], [H-], [H-], [Li+], [NH4+]. Yields the product CC(CO)Oc1ccc(Oc2ccc(F)cc2)cc1. Reaction SMILES: [Al+3:2].[CH3:31][CH2:32][O:33][CH2:34][CH3:35].[Cl-:29].[F:7][c:8]1[cH:9][cH:10][c:11]([O:12][c:13]2[cH:14][cH:15][c:16]([O:17][CH:18]([C:19](=[O:20])[O:21][CH2:22][CH3:23])[CH3:24])[cH:25][cH:26]2)[cH:27][cH:28]1.[H-:1].[H-:4].[H-:5].[H-:6].[Li+:3].[NH4+:30]>>[F:7][c:8]1[cH:9][cH:10][c:11]([O:12][c:13]2[cH:14][cH:15][c:16]([O:17][CH:18]([CH2:19][OH:20])[CH3:24])[cH:25][cH:26]2)[cH:27][cH:28]1. The reactants are C(C1=CC=CC=C1)OC(=O)N1CCC(CC1)N1N=C(C=C1NC(=O)N[C@H]1CC[C@H](C2=CC=CC=C12)OC=1C=CC=2N(C1)C(=NN2)C(C)C)C(C)(C)C (4-(3-tert-Butyl-5-{3-[(1S,4R)-4-(3-isopropyl-[1,2,4]triazolo[4,3-a]pyridin-6-yloxy)-1,2,3,4-tetrahydro-naphthalen-1-yl]-ureido}-pyrazol-1-yl)-piperidine-1-carboxylic acid benzyl ester), N (NH3), CO (MeOH). The reagents and catalysts are [Pd] (Pd/C). Run in CCO (EtOH). Run at time 8 hour. The product is C(C)(C)(C)C=1C=C(N(N1)C1CCNCC1)NC(=O)N[C@H]1CC[C@H](C2=CC=CC=C12)OC=1C=CC=2N(C1)C(=NN2)C(C)C (1-(5-tert-Butyl-2-piperidin-4-yl-2H-pyrazol-3-yl)-3-[(1S,4R)-4-(3-isopropyl-[1,2,4]triazolo-[4,3-a]pyridin-6-yloxy)-1,2,3,4-tetrahydro-naphthalen-1-yl]-urea). The yield is 90.6%. RXN SMILES: C(OC([N:11]1[CH2:16][CH2:15][CH:14]([N:17]2[C:21]([NH:22][C:23]([NH:25][C@@H:26]3[C:35]4[C:30](=[CH:31][CH:32]=[CH:33][CH:34]=4)[C@H:29]([O:36][C:37]4[CH:38]=[CH:39][C:40]5[N:41]([C:43]([CH:46]([CH3:48])[CH3:47])=[N:44][N:45]=5)[CH:42]=4)[CH2:28][CH2:27]3)=[O:24])=[CH:20][C:19]([C:49]([CH3:52])([CH3:51])[CH3:50])=[N:18]2)[CH2:13][CH2:12]1)=O)C1C=CC=CC=1.N.CO>CCO.[Pd]>[C:49]([C:19]1[CH:20]=[C:21]([NH:22][C:23]([NH:25][C@@H:26]2[C:35]3[C:30](=[CH:31][CH:32]=[CH:33][CH:34]=3)[C@H:29]([O:36][C:37]3[CH:38]=[CH:39][C:40]4[N:41]([C:43]([CH:46]([CH3:48])[CH3:47])=[N:44][N:45]=4)[CH:42]=3)[CH2:28][CH2:27]2)=[O:24])[N:17]([CH:14]2[CH2:15][CH2:16][NH:11][CH2:12][CH2:13]2)[N:18]=1)([CH3:52])([CH3:51])[CH3:50]. Procedure details: A suspension of Intermediate 16d (165 mg, 0.234 mmol), Pd/C (10%, 16 mg), and 2M NH3 in MeOH (0.117 mL, 0.234 mmol) in EtOH (5 mL) under N2 was evacuated and purged with H2 twice, then stirred at rt for 8 h. The suspension was filtered through Celite, then the filter-cake washed with EtOH (10 mL). The combined organics were concentrated in vacuo to ˜0.5 mL volume, then applied to an SCX-2 cartridge (5 g) and washed with MeOH (5 mL). The product was eluted with 2M NH3 in MeOH (25 mL); concentrati... Starting materials: COC(=S)c1cc(Br)c(C)s1, CO, [Na+], [OH-], O. The product is Cc1sc(C(O)=S)cc1Br. Reaction SMILES: [Br:1][c:2]1[cH:3][c:4]([C:8](=[S:9])[O:10][CH3:11])[s:5][c:6]1[CH3:7].[CH3:14][OH:15].[Na+:13].[OH-:12].[OH2:16]>>[Br:1][c:2]1[cH:3][c:4]([C:8](=[S:9])[OH:10])[s:5][c:6]1[CH3:7].